Dataset: the Open Reaction Database (ORD), a public repository of structured organic reaction records. Task: describe an organic reaction: reactants, conditions, products, and yield Reactants: BrCC=1CCOC2=C(C1)C=C(C=C2)C2=CC=C(C=C2)C (4-bromomethyl-7-(4-methylphenyl)-2,3-dihydro-1-benzooxepine), C1(=CC=CC=C1)P(C1=CC=CC=C1)C1=CC=CC=C1 (triphenylphosphine). Solvent: C1(=CC=CC=C1)C (toluene). Product: [Br-].CC1=CC=C(C=C1)C=1C=CC2=C(C=C(CCO2)C[P+](C2=CC=CC=C2)(C2=CC=CC=C2)C2=CC=CC=C2)C1 ([7-(4-methylphenyl)-2,3-dihydro-1-benzooxepin-4-yl]methyltriphenylphosphonium bromide). The yield is 92.9%. RXN SMILES: [Br:1][CH2:2][C:3]1[CH2:4][CH2:5][O:6][C:7]2[CH:13]=[CH:12][C:11]([C:14]3[CH:19]=[CH:18][C:17]([CH3:20])=[CH:16][CH:15]=3)=[CH:10][C:8]=2[CH:9]=1.[C:21]1([P:27]([C:34]2[CH:39]=[CH:38][CH:37]=[CH:36][CH:35]=2)[C:28]2[CH:33]=[CH:32][CH:31]=[CH:30][CH:29]=2)[CH:26]=[CH:25][CH:24]=[CH:23][CH:22]=1>C1(C)C=CC=CC=1>[Br-:1].[CH3:20][C:17]1[CH:18]=[CH:19][C:14]([C:11]2[CH:12]=[CH:13][C:7]3[O:6][CH2:5][CH2:4][C:3]([CH2:2][P+:27]([C:28]4[CH:29]=[CH:30][CH:31]=[CH:32][CH:33]=4)([C:34]4[CH:39]=[CH:38][CH:37]=[CH:36][CH:35]=4)[C:21]4[CH:22]=[CH:23][CH:24]=[CH:25][CH:26]=4)=[CH:9][C:8]=3[CH:10]=2)=[CH:15][CH:16]=1 |f:3.4|. Reported procedure: Into a solution of 4-bromomethyl-7-(4-methylphenyl)-2,3-dihydro-1-benzooxepine (329 mg) in toluene (10 ml) was added triphenylphosphine (393 mg), and the resulting mixture was refluxed for 2 hours. After gradual cooling, the precipitate was collected by filtration and was washed with toluene. The precipitate was dried under reduced pressure to obtain [7-(4-methylphenyl)-2,3-dihydro-1-benzooxepin-4-yl]methyltriphenylphosphonium bromide (549 mg) as a white powder. Starting materials: [BH4-], CO, CCn1c(C=O)nc2c(N3CCOCC3)nc(Cl)nc21, [Na+]. Product: CCn1c(CO)nc2c(N3CCOCC3)nc(Cl)nc21. Reaction SMILES: [BH4-:21].[CH3:23][OH:24].[Cl:1][c:2]1[n:3][c:4]([N:15]2[CH2:16][CH2:17][O:18][CH2:19][CH2:20]2)[c:5]2[n:6][c:7]([CH:13]=[O:14])[n:8]([CH2:11][CH3:12])[c:9]2[n:10]1.[Na+:22]>>[Cl:1][c:2]1[n:3][c:4]([N:15]2[CH2:16][CH2:17][O:18][CH2:19][CH2:20]2)[c:5]2[n:6][c:7]([CH2:13][OH:14])[n:8]([CH2:11][CH3:12])[c:9]2[n:10]1. Reactants: C(C)(C)(C)OC(=O)N1CCC(CC1)OC1=CC=C(NCC2=CC=C3C=CC(=CC3=C2)C#N)C=C1 (7-[[4-[(1-t-butoxycarbonyl-4-piperidyl)oxy]anilino]methyl]-2-naphthalenecarbonitrile), C(CCC)S(=O)(=O)Cl (1-butanesulfonyl chloride). The product is C(C)(C)(C)OC(=O)N1CCC(CC1)OC1=CC=C(C=C1)N(S(=O)(=O)CCCC)CC1=CC2=CC(=CC=C2C=C1)C#N (N-[4-[(1-t-Butoxycarbonyl-4-piperidyl)oxy]phenyl]-N-[(7-cyano-2-naphthyl)methyl]butanesulfonamide). Reaction SMILES: [C:1]([O:5][C:6]([N:8]1[CH2:13][CH2:12][CH:11]([O:14][C:15]2[CH:34]=[CH:33][C:18]([NH:19][CH2:20][C:21]3[CH:30]=[C:29]4[C:24]([CH:25]=[CH:26][C:27]([C:31]#[N:32])=[CH:28]4)=[CH:23][CH:22]=3)=[CH:17][CH:16]=2)[CH2:10][CH2:9]1)=[O:7])([CH3:4])([CH3:3])[CH3:2].[CH2:35]([S:39](Cl)(=[O:41])=[O:40])[CH2:36][CH2:37][CH3:38]>>[C:1]([O:5][C:6]([N:8]1[CH2:13][CH2:12][CH:11]([O:14][C:15]2[CH:16]=[CH:17][C:18]([N:19]([CH2:20][C:21]3[CH:22]=[CH:23][C:24]4[C:29](=[CH:28][C:27]([C:31]#[N:32])=[CH:26][CH:25]=4)[CH:30]=3)[S:39]([CH2:35][CH2:36][CH2:37][CH3:38])(=[O:41])=[O:40])=[CH:33][CH:34]=2)[CH2:10][CH2:9]1)=[O:7])([CH3:4])([CH3:2])[CH3:3]. Reported procedure: Starting compound: 7-[[4-[(1-t-butoxycarbonyl-4-piperidyl)oxy]anilino]methyl]-2-naphthalenecarbonitrile, 1-butanesulfonyl chloride. Procedure details: A solution of 3-(2-benzyloxy-5-methylphenyl)-3-phenylpropyl-p-toluene sulphonate (Prepared by following the process as described in EP 0 325 571, 0.486 gm, 1 mmol), 3-azabicyclo[3.1.0]hexane hydrochloride (Prepared by following the process as described in U.S. Pat. No. 4,183,857, 0.12 gm, 1 mmol), potassium carbonate (0.275 gm, 2 mmol), potassium iodide (0.17 gm, 1 mmol) in acetonitrile (10 ml) and dimethylformamide (10 ml) were refluxed for 15 hours at about 100° C. The cooled reaction mixture ... Reaction SMILES: [CH2:1]([O:8][C:9]1[CH:14]=[CH:13][C:12]([CH3:15])=[CH:11][C:10]=1[C:16]1[C:17]([CH2:27]CCC2C=CC=CC=2)=C(C)[CH:19]=[CH:20][C:21]=1S([O-])(=O)=O)[C:2]1[CH:7]=[CH:6][CH:5]=[CH:4][CH:3]=1.Cl.[CH:37]12[CH2:42][CH:41]1[CH2:40][NH:39][CH2:38]2.[C:43](=O)([O-])[O-].[K+].[K+].[I-].[K+].[C:51](#N)[CH3:52]>CN(C)C=O.O>[CH:37]12[CH2:42][CH:41]1[CH2:40][N:39]([CH2:27][CH2:17][CH:16]([C:10]1[CH:11]=[C:12]([CH3:15])[CH:13]=[CH:14][C:9]=1[O:8][CH2:1][C:2]1[CH:3]=[CH:4][CH:5]=[CH:6][CH:7]=1)[C:21]1[CH:20]=[CH:19][CH:52]=[CH:51][CH:43]=1)[CH2:38]2 |f:1.2,3.4.5,6.7|. The reactants are C(C1=CC=CC=C1)OC1=C(C=C(C=C1)C)C=1C(=C(C=CC1S(=O)(=O)[O-])C)CCCC1=CC=CC=C1 (3-(2-benzyloxy-5-methylphenyl)-3-phenylpropyl-p-toluene sulphonate), Cl.C12CNCC2C1 (3-azabicyclo[3.1.0]hexane hydrochloride), C([O-])([O-])=O.[K+].[K+] (potassium carbonate), [I-].[K+] (potassium iodide), C(C)#N (acetonitrile). Run in O (water), CN(C=O)C (dimethylformamide). Yields the product C12CN(CC2C1)CCC(C1=CC=CC=C1)C1=C(C=CC(=C1)C)OCC1=CC=CC=C1 (1-(3-azabicyclo[3.1.0]hex-3-yl)-3-(2-benzyloxy-5-methylphenyl)-3-phenyl propane). Reactants: C(C)OC(CN1N=CC=C1)=O (pyrazol-1-yl-acetic acid ethyl ester), S(O)(O)(=O)=O (sulphuric acid), [N+](=O)(O)[O-] (nitric acid). Run in ice. Conditions: temperature 0 celsius, time 18 hour. The product is [N+](=O)([O-])C=1C=NN(C1)CC(=O)O (2-(4-Nitro-pyrazol-1-yl)-acetic acid). Yield: 33.0%. Reaction SMILES: C([O:3][C:4](=[O:11])[CH2:5][N:6]1[CH:10]=[CH:9][CH:8]=[N:7]1)C.S(=O)(=O)(O)O.[N+:17]([O-])([OH:19])=[O:18]>>[N+:17]([C:9]1[CH:8]=[N:7][N:6]([CH2:5][C:4]([OH:3])=[O:11])[CH:10]=1)([O-:19])=[O:18]. Procedure details: Six conical flasks were charged with pyrazol-1-yl-acetic acid ethyl ester (6×9.66 g, 6×62.6 mmol) and concentrated sulphuric acid (6×20 ml) was added. The solutions were cooled to 0° C. and concentrated nitric acid (6×10 ml) was added dropwise. The reaction mixtures were allowed to warm to room temperature and left standing for 18 hours. The combined organic mixtures were poured into ice (50 ml) and extracted with ethyl acetate (5×500 ml). The combined organic extracts were washed with brine (50... RXN SMILES: [CH2:1]([C:3]1([CH2:13][OH:14])[CH2:7][CH2:6][C:5]2([CH2:12][CH2:11][O:10][CH2:9][CH2:8]2)[O:4]1)[CH3:2].Cl.[N:16]1[CH:21]=[CH:20][CH:19]=[CH:18][C:17]=1[CH2:22]Cl.[H-].[Na+]>>[CH2:1]([C:3]1([CH2:13][O:14][CH2:22][C:17]2[CH:18]=[CH:19][CH:20]=[CH:21][N:16]=2)[CH2:7][CH2:6][C:5]2([CH2:12][CH2:11][O:10][CH2:9][CH2:8]2)[O:4]1)[CH3:2] |f:1.2,3.4|. Product: C(C)C1(OC2(CC1)CCOCC2)COCC2=NC=CC=C2 (2-Ethyl-2-((2-pyridinyl)methoxymethyl)-1,8-dioxaspiro[4.5]decane). Reactants: C(C)C1(OC2(CC1)CCOCC2)CO (2-ethyl-1,8-dioxaspiro[4.5]decane-2-methanol), Cl.N1=C(C=CC=C1)CCl (2-picolinyl chloride hydrochloride), [H-].[Na+] (sodium hydride). Procedure details: Following procedures similar to Embodiments XVII-XIX, 1.10 g of 2-ethyl-1,8-dioxaspiro[4.5]decane-2-methanol was treated with 1.35 g of 2-picolinyl chloride hydrochloride in the presence of sodium hydride to yield 1.00 g of the desired product as pale yellow liquid. Isolated yield 62.5%. Reactants: FC1=C(C#N)C=CC=C1 (2-fluorobenzonitrile), C1(CCC1)N (cyclobutylamine). The product is C1(CCC1)NC1=C(C#N)C=CC=C1 (2-Cyclobutylaminobenzonitrile). As a reaction SMILES: F[C:2]1[CH:9]=[CH:8][CH:7]=[CH:6][C:3]=1[C:4]#[N:5].[CH:10]1([NH2:14])[CH2:13][CH2:12][CH2:11]1>>[CH:10]1([NH:14][C:2]2[CH:9]=[CH:8][CH:7]=[CH:6][C:3]=2[C:4]#[N:5])[CH2:13][CH2:12][CH2:11]1. Procedure details: According to a similar manner to that in Reference Example 12, the title compound was synthesized from 2-fluorobenzonitrile and cyclobutylamine.